describe an organic reaction: reactants, conditions, products, and yield From a dataset of the Open Reaction Database (ORD), a public repository of structured organic reaction records. Reactants: C(C)(=O)OC(/C=C/C=C/C=1C=C(CO)C=CC1)CCCCCCCC (3-[(1E,3E)-5-acetoxy1,3-tridecadienyl]-benzyl alcohol). Reagents/catalysts: [O-2].[O-2].[Mn+4] (manganese dioxide). The solvent is C(Cl)Cl (methylene chloride). Reaction conditions: temperature 24 celsius, time 3 hour. Product: C(C)(=O)OC(/C=C/C=C/C=1C=C(C=O)C=CC1)CCCCCCCC (3-[(1E,3E)-5-acetoxy-1,3-tridecadienyl]-benzaldehyde). The yield is 87.2%. As a reaction SMILES: [C:1]([O:4][CH:5]([CH2:18][CH2:19][CH2:20][CH2:21][CH2:22][CH2:23][CH2:24][CH3:25])/[CH:6]=[CH:7]/[CH:8]=[CH:9]/[C:10]1[CH:11]=[C:12]([CH:15]=[CH:16][CH:17]=1)[CH2:13][OH:14])(=[O:3])[CH3:2]>C(Cl)Cl.[O-2].[O-2].[Mn+4]>[C:1]([O:4][CH:5]([CH2:18][CH2:19][CH2:20][CH2:21][CH2:22][CH2:23][CH2:24][CH3:25])/[CH:6]=[CH:7]/[CH:8]=[CH:9]/[C:10]1[CH:11]=[C:12]([CH:15]=[CH:16][CH:17]=1)[CH:13]=[O:14])(=[O:3])[CH3:2] |f:2.3.4|. Procedure details: 11 g of manganese dioxide is added to a solution of 1.5 g of the above-produced benzyl alcohol in 30 ml of methylene chloride and stirred for 3 hours at 24° C. Then, it is filtered, washed with methylene chloride and concentrated by evaporation in a vacuum. 1.3 g of 3-[(1E,3E)-5-acetoxy-1,3-tridecadienyl]-benzaldehyde is obtained as colorless oil. Yields the product CC1=NC2=CC=C(C=C2C(=C1)N1CC(CC1)N)OC1=CC=CC=C1 (1-(2-Methyl-6-phenoxyquinolin-4-yl)pyrrolidin-3-ylamine). Procedure details: The product from step (i) above was treated with trifluoroacetic acid in dichloromethane (1:1) to give, after evaporation, the title compound as an orange oil, which was used without further purification. Reactants: C(C)(C)(C)OC(NC1CN(CC1)C1=CC(=NC2=CC=C(C=C12)OC1=CC=CC=C1)C)=O ([1-(2-Methyl-6-phenoxyquinolin-4-yl)-pyrrolidin-3-yl]carbamic acid tert-butyl ester), FC(C(=O)O)(F)F (trifluoroacetic acid). The solvent is ClCCl (dichloromethane). RXN SMILES: C(OC(=O)[NH:7][CH:8]1[CH2:12][CH2:11][N:10]([C:13]2[C:22]3[C:17](=[CH:18][CH:19]=[C:20]([O:23][C:24]4[CH:29]=[CH:28][CH:27]=[CH:26][CH:25]=4)[CH:21]=3)[N:16]=[C:15]([CH3:30])[CH:14]=2)[CH2:9]1)(C)(C)C.FC(F)(F)C(O)=O>ClCCl>[CH3:30][C:15]1[CH:14]=[C:13]([N:10]2[CH2:11][CH2:12][CH:8]([NH2:7])[CH2:9]2)[C:22]2[C:17](=[CH:18][CH:19]=[C:20]([O:23][C:24]3[CH:29]=[CH:28][CH:27]=[CH:26][CH:25]=3)[CH:21]=2)[N:16]=1. Reactants: FC(C=1C=CC2=C(C(=NCC(=N2)NN)C2=CC=CC=C2)C1)(F)F (7-(trifluoromethyl)-2-hydrazino-5-phenyl-3H-1,4-benzodiazepine), BrCC(CO)=O (1-bromo-3-hydroxypropanone). The solvent is O1CCCC1 (tetrahydrofuran). Yields the product FC(C=1C=CC2=C(C(=NCC(=N2)NN=C(CBr)CO)C2=CC=CC=C2)C1)(F)F (7-(trifluoromethyl)-2-[[2-bromo-1-(hydroxymethyl)ethylidene]hydrazino]-5-phenyl-3H-1,4-benzodiazepine). RXN SMILES: [F:1][C:2]([F:23])([F:22])[C:3]1[CH:4]=[CH:5][C:6]2[N:12]=[C:11]([NH:13][NH2:14])[CH2:10][N:9]=[C:8]([C:15]3[CH:20]=[CH:19][CH:18]=[CH:17][CH:16]=3)[C:7]=2[CH:21]=1.[Br:24][CH2:25][C:26](=O)[CH2:27][OH:28]>O1CCCC1>[F:23][C:2]([F:1])([F:22])[C:3]1[CH:4]=[CH:5][C:6]2[N:12]=[C:11]([NH:13][N:14]=[C:26]([CH2:27][OH:28])[CH2:25][Br:24])[CH2:10][N:9]=[C:8]([C:15]3[CH:20]=[CH:19][CH:18]=[CH:17][CH:16]=3)[C:7]=2[CH:21]=1. Procedure: In the manner given in Example 1, 7-(trifluoromethyl)-2-hydrazino-5-phenyl-3H-1,4-benzodiazepine in tetrahydrofuran can be treated with 1-bromo-3-hydroxypropanone under nitrogen to give 7-(trifluoromethyl)-2-[[2-bromo-1-(hydroxymethyl)ethylidene]hydrazino]-5-phenyl-3H-1,4-benzodiazepine. Starting materials: OBO, Cc1ccn2c(-c3cccc(OS(=O)(=O)C(F)(F)F)c3)cnc2n1, Fc1ccccc1. Product: Cc1ccn2c(-c3cccc(-c4ccccc4F)c3)cnc2n1. Reaction SMILES: [BH:25]([OH:26])[OH:27].[CH3:1][c:2]1[n:3][c:4]2[n:5]([cH:6][cH:7]1)[c:8](-[c:11]1[cH:12][c:13]([O:17][S:18]([C:19]([F:20])([F:21])[F:22])(=[O:23])=[O:24])[cH:14][cH:15][cH:16]1)[cH:9][n:10]2.[F:28][c:29]1[cH:30][cH:31][cH:32][cH:33][cH:34]1>>[CH3:1][c:2]1[n:3][c:4]2[n:5]([cH:6][cH:7]1)[c:8](-[c:11]1[cH:12][c:13](-[c:30]3[c:29]([F:28])[cH:34][cH:33][cH:32][cH:31]3)[cH:14][cH:15][cH:16]1)[cH:9][n:10]2. Procedure details: A reaction mixture of N-[4-chloro-3-[dimethylhydrazono)methyl]phenyl]-2-methyl 3-furancarboxamide (1 g), sodium bicarbonate (1.8 g) and Lawesson's reagent (0.9 g) in toluene (20 mL) was refluxed for 3 hours. The reaction mixture was then cooled and filtered through a plug of neutral aluminum oxide and eluted with ether. Evaporation of the solvent produced 0.6 g of N-[4-chloro-3-[dimethylhydrazono)methyl]phenyl]-2-methyl-3-furancarbothioamide, m.p. 90-92° C. As a reaction SMILES: [CH3:1][C:2]1[O:3][CH:4]=[CH:5][C:6]=1[C:7]([NH2:9])=O.C(=O)(O)[O-].[Na+].COC1C=CC(P2(SP(C3C=CC(OC)=CC=3)(=S)S2)=[S:24])=CC=1>C1(C)C=CC=CC=1>[CH3:1][C:2]1[O:3][CH:4]=[CH:5][C:6]=1[C:7](=[S:24])[NH2:9] |f:1.2|. Solvent: C1(=CC=CC=C1)C (toluene). Yields the product CC=1OC=CC1C(N)=S (2-methyl-3-furancarbothioamide). Reactants: CC=1OC=CC1C(=O)N (2-methyl 3-furancarboxamide), C([O-])(O)=O.[Na+] (sodium bicarbonate), COC=1C=CC(=CC1)P2(=S)SP(=S)(S2)C=3C=CC(=CC3)OC (Lawesson's reagent). The reactants are Cl (HCl), [Li+].[OH-] (LiOH), COC=1C=CC2=C(CCN(C(N2)=O)C2CCN(CC2)C(=O)O[C@H](CC2=CC(=C(C(=C2)C(F)(F)F)N)Cl)C(=O)OCC)C1 ((R)-2-(4-amino-3-chloro-5-trifluoromethyl-phenyl)-1-ethoxycarbonyl-ethyl 4-(7-methoxy-2-oxo-1,2,4,5-tetrahydro-1,3-benzodiazepin-3-yl)-piperidine-1-carboxylate). Run in O (water), C1CCOC1 (THF), O (water), C1CCOC1 (THF). Conditions: time 3 hour. Product: COC=1C=CC2=C(CCN(C(N2)=O)C2CCN(CC2)C(=O)O[C@H](CC2=CC(=C(C(=C2)C(F)(F)F)N)Cl)C(=O)O)C1 ((R)-2-(4-amino-3-chloro-5-trifluoromethyl-phenyl)-1-carboxy-ethyl 4-(7-methoxy-2-oxo-1,2,4,5-tetrahydro-1,3-benzodiazepin-3-yl)-piperidine-1-carboxylate). Reaction SMILES: [Li+].[OH-].[CH3:3][O:4][C:5]1[CH:6]=[CH:7][C:8]2[NH:14][C:13](=[O:15])[N:12]([CH:16]3[CH2:21][CH2:20][N:19]([C:22]([O:24][C@@H:25]([C:39]([O:41]CC)=[O:40])[CH2:26][C:27]4[CH:32]=[C:31]([C:33]([F:36])([F:35])[F:34])[C:30]([NH2:37])=[C:29]([Cl:38])[CH:28]=4)=[O:23])[CH2:18][CH2:17]3)[CH2:11][CH2:10][C:9]=2[CH:44]=1.Cl>O.C1COCC1>[CH3:3][O:4][C:5]1[CH:6]=[CH:7][C:8]2[NH:14][C:13](=[O:15])[N:12]([CH:16]3[CH2:21][CH2:20][N:19]([C:22]([O:24][C@@H:25]([C:39]([OH:41])=[O:40])[CH2:26][C:27]4[CH:32]=[C:31]([C:33]([F:35])([F:36])[F:34])[C:30]([NH2:37])=[C:29]([Cl:38])[CH:28]=4)=[O:23])[CH2:18][CH2:17]3)[CH2:11][CH2:10][C:9]=2[CH:44]=1 |f:0.1|. Procedure details: A solution of 0.11 g (4.50 mmol) LiOH in 50 mL water was added to a solution of 1.80 g (2.94 mmol) (R)-2-(4-amino-3-chloro-5-trifluoromethyl-phenyl)-1-ethoxycarbonyl-ethyl 4-(7-methoxy-2-oxo-1,2,4,5-tetrahydro-1,3-benzodiazepin-3-yl)-piperidine-1-carboxylate in 50 mL THF and the reaction mixture was stirred for 3 h at RT. The THF was eliminated i. vac., diluted with 100 mL water and acidified with 1 M HCl. The substance precipitated was suction filtered, washed with 50 mL water and dried in the ... The reactants are CC(C)(C)OC(=O)Nc1cc(Cl)c(C(F)(F)F)cc1NC(=O)CC(=O)c1cccc(-c2cccnc2)c1, ClCCl, O=C(O)C(F)(F)F. The product is O=C1CC(c2cccc(-c3cccnc3)c2)=Nc2cc(Cl)c(C(F)(F)F)cc2N1. Reaction SMILES: [C:1]([O:2][C:3](=[O:4])[NH:7][c:8]1[c:9]([NH:19][C:20]([CH2:21][C:22](=[O:5])[c:23]2[cH:24][c:25](-[c:29]3[cH:30][n:31][cH:32][cH:33][cH:34]3)[cH:26][cH:27][cH:28]2)=[O:36])[cH:10][c:11]([C:15]([F:16])([F:17])[F:18])[c:12]([Cl:14])[cH:13]1)([CH3:6])([CH3:35])[CH3:37].[Cl:45][CH2:46][Cl:47].[F:38][C:39]([F:40])([F:41])[C:42]([OH:43])=[O:44]>>[N:7]1=[C:22]([c:23]2[cH:24][c:25](-[c:29]3[cH:30][n:31][cH:32][cH:33][cH:34]3)[cH:26][cH:27][cH:28]2)[CH2:21][C:20](=[O:36])[NH:19][c:9]2[c:8]1[cH:13][c:12]([Cl:14])[c:11]([C:15]([F:16])([F:17])[F:18])[cH:10]2.